Dataset: the Open Reaction Database (ORD), a public repository of structured organic reaction records. Task: describe an organic reaction: reactants, conditions, products, and yield Starting materials: C(CC#C)SCC(=O)O (2-(but-3-ynylthio)acetic acid), C(C)(C)(C)C1(COC1)CO (3-t-butyl-3-hydroxymethyloxetane), C(C)(C)(C)C12COC(OC1)(OC2)C(C)SCCC#C (4-t-butyl-1-[1-(but-3-yn-1-ylthio)ethyl]-2,6,7-trioxabicyclo[2.2.2]octane). The product is C(C)(C)(C)C12COC(OC1)(OC2)CSCCC#C (4-t-Butyl-1-(but-3-ynylthiomethyl)-2,6,7-trioxabicyclo[2.2.2]octane). Reaction SMILES: C(SCC(O)=O)CC#C.C(C1(CO)COC1)(C)(C)C.[C:20]([C:24]12[CH2:31][O:30][C:27]([CH:32]([S:34][CH2:35][CH2:36][C:37]#[CH:38])C)([O:28][CH2:29]1)[O:26][CH2:25]2)([CH3:23])([CH3:22])[CH3:21]>>[C:20]([C:24]12[CH2:25][O:26][C:27]([CH2:32][S:34][CH2:35][CH2:36][C:37]#[CH:38])([O:28][CH2:29]1)[O:30][CH2:31]2)([CH3:23])([CH3:22])[CH3:21]. Reported procedure: 4-t-Butyl-1-(but-3-ynylthiomethyl)-2,6,7-trioxabicyclo[2.2.2]octane was prepared from 2-(but-3-ynylthio)acetic acid and 3-t-butyl-3-hydroxymethyloxetane using the methodology described in Example I. A small amount of 4-t-butyl-1-[1-(but-3-yn-1-ylthio)ethyl]-2,6,7-trioxabicyclo[2.2.2]octane was also present. Starting materials: CCOc1cc(N)nnc1OCC, O=[N+]([O-])O, O=S(=O)(O)O. The product is CCOc1cc(N[N+](=O)[O-])nnc1OCC. RXN SMILES: [CH2:1]([CH3:2])[O:3][c:4]1[cH:5][c:6]([NH2:13])[n:7][n:8][c:9]1[O:10][CH2:11][CH3:12].[OH:14][N+:15]([O-:16])=[O:17].[S:18](=[O:19])(=[O:20])([OH:21])[OH:22]>>[CH2:1]([CH3:2])[O:3][c:4]1[cH:5][c:6]([NH:13][N+:15](=[O:14])[O-:16])[n:7][n:8][c:9]1[O:10][CH2:11][CH3:12]. Reactants: BrC=1N=C(C(=NC1)N)NCC=1C=C2C=CC=NC2=CC1F (5-bromo-N*3*-(7-fluoro-quinolin-6-ylmethyl)-pyrazine-2,3-diamine), N(=O)[O-].[Na+] (sodium nitrite). The solvent is C(C)(=O)O (acetic acid), O (water). Conditions: time 3 hour. The product is BrC1=CN=C2C(=N1)N(N=N2)CC=2C=C1C=CC=NC1=CC2F (6-(6-Bromo-[1,2,3]triazolo[4,5-b]pyrazin-1-ylmethyl)-7-fluoro-quinoline). The yield is 61.0%. RXN SMILES: [Br:1][C:2]1[N:3]=[C:4]([NH:9][CH2:10][C:11]2[CH:12]=[C:13]3[C:18](=[CH:19][C:20]=2[F:21])[N:17]=[CH:16][CH:15]=[CH:14]3)[C:5]([NH2:8])=[N:6][CH:7]=1.[N:22]([O-])=O.[Na+]>C(O)(=O)C.O>[Br:1][C:2]1[N:3]=[C:4]2[N:9]([CH2:10][C:11]3[CH:12]=[C:13]4[C:18](=[CH:19][C:20]=3[F:21])[N:17]=[CH:16][CH:15]=[CH:14]4)[N:22]=[N:8][C:5]2=[N:6][CH:7]=1 |f:1.2|. Procedure: To a solution of 5-bromo-N*3*-(7-fluoro-quinolin-6-ylmethyl)-pyrazine-2,3-diamine (90 mg, 0.26 mmol) in acetic acid (4 mL), was added a solution of sodium nitrite (11.4 mg, 0.26 mmol) in water (1 mL) at once. After stirring at room temperature for 3 hour, the solvent was removed in vacuo and the residue was diluted with NaHCO3(aq.), extracted with DCM. The organic layer was washed with water, dried over Na2SO4, filtered and concentrated in vacuo. The crude product was purified by silica gel chro... The product is Cc1ccc(N(CCc2ccc(C(F)(F)F)nc2)C(=O)C(O)c2ccc(F)cc2)cc1C. RXN SMILES: [BH4-:33].[CH3:1][c:2]1[cH:3][c:4]([N:9]([C:10]([C:11](=[O:12])[c:13]2[cH:14][cH:15][c:16]([F:19])[cH:17][cH:18]2)=[O:20])[CH2:21][CH2:22][c:23]2[cH:24][n:25][c:26]([C:29]([F:30])([F:31])[F:32])[cH:27][cH:28]2)[cH:5][cH:6][c:7]1[CH3:8].[CH3:35][OH:36].[Na+:34]>>[CH3:1][c:2]1[cH:3][c:4]([N:9]([C:10]([CH:11]([OH:12])[c:13]2[cH:14][cH:15][c:16]([F:19])[cH:17][cH:18]2)=[O:20])[CH2:21][CH2:22][c:23]2[cH:24][n:25][c:26]([C:29]([F:30])([F:31])[F:32])[cH:27][cH:28]2)[cH:5][cH:6][c:7]1[CH3:8]. Reactants: [BH4-], Cc1ccc(N(CCc2ccc(C(F)(F)F)nc2)C(=O)C(=O)c2ccc(F)cc2)cc1C, CO, [Na+]. Starting materials: COC(=O)Cc1cccc(Oc2ccc(Br)cc2CBr)c1, CC1NC(=O)OC1Oc1cc(F)cc(F)c1. The product is COC(=O)Cc1cccc(Oc2ccc(Br)cc2CN2C(=O)OC(Oc3cc(F)cc(F)c3)C2C)c1. As a reaction SMILES: [CH3:1][O:2][C:3]([CH2:4][c:5]1[cH:6][c:7]([O:11][c:12]2[c:13]([CH2:19][Br:20])[cH:14][c:15]([Br:18])[cH:16][cH:17]2)[cH:8][cH:9][cH:10]1)=[O:21].[F:22][c:23]1[cH:24][c:25]([O:26][CH:27]2[CH:28]([CH3:33])[NH:29][C:30](=[O:32])[O:31]2)[cH:34][c:35]([F:37])[cH:36]1>>[CH3:1][O:2][C:3]([CH2:4][c:5]1[cH:6][c:7]([O:11][c:12]2[c:13]([CH2:19][N:29]3[CH:28]([CH3:33])[CH:27]([O:26][c:25]4[cH:24][c:23]([F:22])[cH:36][c:35]([F:37])[cH:34]4)[O:31][C:30]3=[O:32])[cH:14][c:15]([Br:18])[cH:16][cH:17]2)[cH:8][cH:9][cH:10]1)=[O:21].